This data is from the Open Reaction Database (ORD), a public repository of structured organic reaction records. The task is: describe an organic reaction: reactants, conditions, products, and yield Reactants: Cl (hydrochloride), COC(=O)C1CCC(CC1)C1=NC=2N(C(=C1Br)N(COCC[Si](C)(C)C)COCC[Si](C)(C)C)N=CC2C=2C=NC1=CC=CC=C1C2 (4-{7-[Bis-(2-trimethylsilanyl-ethoxymethyl)-amino]-6-bromo-3-quinolin-3-yl-pyrazolo[1,5-a]pyrimidin-5-yl}-cyclohexanecarboxylic acid methyl ester), CO (MeOH), [OH-].[Na+] (NaOH). Solvent: O (H2O). Reaction conditions: time 18 hour. The product is NC1=C(C(=NC=2N1N=CC2C=2C=NC1=CC=CC=C1C2)C2CCC(CC2)C(=O)O)Br (4-(7-Amino-6-bromo-3-quinolin-3-yl-pyrazolo[1,5-a]pyrimidin-5-yl)-cyclohexanecarboxylic acid). Isolated yield 34.6%. As a reaction SMILES: C[O:2][C:3]([CH:5]1[CH2:10][CH2:9][CH:8]([C:11]2[C:16]([Br:17])=[C:15]([N:18](COCC[Si](C)(C)C)COCC[Si](C)(C)C)[N:14]3[N:35]=[CH:36][C:37]([C:38]4[CH:39]=[N:40][C:41]5[C:46]([CH:47]=4)=[CH:45][CH:44]=[CH:43][CH:42]=5)=[C:13]3[N:12]=2)[CH2:7][CH2:6]1)=[O:4].CO.[OH-].[Na+].Cl>O>[NH2:18][C:15]1[N:14]2[N:35]=[CH:36][C:37]([C:38]3[CH:39]=[N:40][C:41]4[C:46]([CH:47]=3)=[CH:45][CH:44]=[CH:43][CH:42]=4)=[C:13]2[N:12]=[C:11]([CH:8]2[CH2:7][CH2:6][CH:5]([C:3]([OH:4])=[O:2])[CH2:10][CH2:9]2)[C:16]=1[Br:17] |f:2.3|. Procedure: 4-{7-[Bis-(2-trimethylsilanyl-ethoxymethyl)-amino]-6-bromo-3-quinolin-3-yl-pyrazolo[1,5-a]pyrimidin-5-yl}-cyclohexanecarboxylic acid methyl ester (100 mg, 0.135 mmol) in 2:1 MeOH:H2O (3 mL) was treated with 2N NaOH(aq) (0.5 mL). The reaction mixture was stirred at room temperature for 18 hours. The reaction mixture was treated with 1N hydrochloride solution (2 ml) at 65° C. for 4 h. The reaction mixture was concentrated and purified by prep-LC to afford the title compound (21.8 mg): LC/MS RT=3.5... Product: CCCCCCC.C(C)(C)OC(C)C (heptane diisopropylether). As a reaction SMILES: C(N1[CH2:8][CH2:7][O:6]CC1)C.CN(C(ON1N=N[C:19]2[CH:20]=C[CH:22]=[CH:23][C:18]1=2)=[N+](C)C)C.[B-](F)(F)(F)F.O.[CH3:32]N(C=O)C>>[CH3:20][CH2:19][CH2:18][CH2:23][CH2:22][CH2:7][CH3:8].[CH:7]([O:6][CH:23]([CH3:22])[CH3:18])([CH3:8])[CH3:32] |f:1.2,5.6|. Reaction conditions: time 2 hour. Reported procedure: To a mixture of the product of example 1i (220 mg) and the product of example 23a (145 mg) in DMF (1.5 ml) was added N-ethylmorpholine (100 μl) and TBTU (200 mg). The reaction mixture was stirred at room temperature for 2 h. Water (5 ml) was added, followed by filtration and drying of the precipitate. Trituration with heptane/diisopropylether afforded the product. Reactants: product, O (Water), product, C(C)N1CCOCC1 (N-ethylmorpholine), CN(C)C(=[N+](C)C)ON1C2=C(C=CC=C2)N=N1.[B-](F)(F)(F)F (TBTU), CN(C)C=O (DMF). Reactants: O=C=NS(=O)(=O)Cl, ClCCl, NC(=O)c1cc(Cc2ccccc2)sc1N. Product: NC(=O)Nc1sc(Cc2ccccc2)cc1C(N)=O. RXN SMILES: [Cl:1][S:2](=[O:3])(=[O:4])[N:5]=[C:6]=[O:7].[Cl:24][CH2:25][Cl:26].[NH2:8][c:9]1[s:10][c:11]([CH2:17][c:18]2[cH:19][cH:20][cH:21][cH:22][cH:23]2)[cH:12][c:13]1[C:14](=[O:15])[NH2:16]>>[NH2:5][C:6](=[O:7])[NH:8][c:9]1[s:10][c:11]([CH2:17][c:18]2[cH:19][cH:20][cH:21][cH:22][cH:23]2)[cH:12][c:13]1[C:14](=[O:15])[NH2:16]. Reactants: NC=1SC=C(C1C(=O)C1=CC=C(C=C1)C)C1=CC=CC=C1 ((2-amino-4-phenylthiophen-3-yl)(p-tolyl)methanone), C(CCC(=O)C)(=O)OC (methyl levulinate), Cl[Si](C)(C)C (chlorotrimethylsilane). The solvent is CN(C)C=O (DMF). Yields the product CC1=C(C(=C2C(=N1)SC=C2C2=CC=CC=C2)C2=CC=C(C=C2)C)CC(=O)OC (Methyl 2-(6-methyl-3-phenyl-4-p-tolylthieno[2,3-b]pyridin-5-yl)acetate). Isolated yield 85.2%. Reaction SMILES: [NH2:1][C:2]1[S:3][CH:4]=[C:5]([C:16]2[CH:21]=[CH:20][CH:19]=[CH:18][CH:17]=2)[C:6]=1[C:7]([C:9]1[CH:14]=[CH:13][C:12]([CH3:15])=[CH:11][CH:10]=1)=O.[C:22]([O:29][CH3:30])(=[O:28])[CH2:23][CH2:24][C:25]([CH3:27])=O.Cl[Si](C)(C)C>CN(C=O)C>[CH3:27][C:25]1[N:1]=[C:2]2[S:3][CH:4]=[C:5]([C:16]3[CH:21]=[CH:20][CH:19]=[CH:18][CH:17]=3)[C:6]2=[C:7]([C:9]2[CH:14]=[CH:13][C:12]([CH3:15])=[CH:11][CH:10]=2)[C:24]=1[CH2:23][C:22]([O:29][CH3:30])=[O:28]. Reported procedure: This compound was prepared according to the procedure B from (2-amino-4-phenylthiophen-3-yl)(p-tolyl)methanone (0.264 g; 0.9 mmol), methyl levulinate (0.127 mL; 0.99 mmol), chlorotrimethylsilane (0.460 mL; 3.6 mmol) in DMF (3.6 mL) for 48 h. Purification by flash chromatography on silica gel using a gradient of ethyl acetate (3-40%) in heptane furnished 0.297 g (85%) of the title compound as a yellow solid. Reactants: CN1CCN(CC1)CC1=CC=C(C=C1)NC1=NC=CC(=N1)C=1C(=NNC1)C1=CC=C(C=C1)C ([4-(4-methyl-piperazin-1-ylmethyl)-phenyl]-[4-(3-p-tolyl-1H-pyrazol-4-yl)-pyrimidin-2-yl]-amine), CN1CCC(CC1)O (1-methyl-piperidin-4-ol). Product: CN1CCN(CC1)CC1=CC=C(C=C1)NC1=NC=CC(=N1)C=1C=NN(C1C1=CC=C(C=C1)C)C1CCN(CC1)C ([4-(4-Methyl-piperazin-1-ylmethyl)-phenyl]-{4-[1-(1-methyl-piperidin-4-yl)-5-p-tolyl-1H-pyrazol-4-yl]-pyrimidin-2-yl}-amine). RXN SMILES: [CH3:1][N:2]1[CH2:7][CH2:6][N:5]([CH2:8][C:9]2[CH:14]=[CH:13][C:12]([NH:15][C:16]3[N:21]=[C:20]([C:22]4[C:23]([C:27]5[CH:32]=[CH:31][C:30]([CH3:33])=[CH:29][CH:28]=5)=[N:24][NH:25][CH:26]=4)[CH:19]=[CH:18][N:17]=3)=[CH:11][CH:10]=2)[CH2:4][CH2:3]1.[CH3:34][N:35]1[CH2:40][CH2:39][CH:38](O)[CH2:37][CH2:36]1>>[CH3:1][N:2]1[CH2:7][CH2:6][N:5]([CH2:8][C:9]2[CH:10]=[CH:11][C:12]([NH:15][C:16]3[N:21]=[C:20]([C:22]4[CH:26]=[N:25][N:24]([CH:38]5[CH2:39][CH2:40][N:35]([CH3:34])[CH2:36][CH2:37]5)[C:23]=4[C:27]4[CH:32]=[CH:31][C:30]([CH3:33])=[CH:29][CH:28]=4)[CH:19]=[CH:18][N:17]=3)=[CH:13][CH:14]=2)[CH2:4][CH2:3]1. Reported procedure: The title compound is prepared as described in Example 54 starting from [4-(4-methyl-piperazin-1-ylmethyl)-phenyl]-[4-(3-p-tolyl-1H-pyrazol-4-yl)-pyrimidin-2-yl]-amine (Example 60 and 1-methyl-piperidin-4-ol.